From a dataset of the Open Reaction Database (ORD), a public repository of structured organic reaction records. describe an organic reaction: reactants, conditions, products, and yield RXN SMILES: [CH3:45][N:46]([CH3:47])[c:48]1[cH:49][cH:50][n:51][cH:52][cH:53]1.[F:26][C:27]([c:28]1[cH:29][c:30]([C:31](=[O:32])[Cl:33])[cH:34][cH:35][cH:36]1)([F:37])[F:38].[NH2:1][c:2]1[cH:3][cH:4][c:5]([O:24][CH3:25])[c:6]([O:7][c:8]2[cH:9][cH:10][c:11]3[c:12]([n:13]2)[s:14][c:15]([NH:17][C:18](=[O:19])[CH:20]2[CH2:21][CH2:22]2)[n:16]3)[cH:23]1.[cH:39]1[cH:40][cH:41][n:42][cH:43][cH:44]1>>[NH:1]([c:2]1[cH:3][cH:4][c:5]([O:24][CH3:25])[c:6]([O:7][c:8]2[cH:9][cH:10][c:11]3[c:12]([n:13]2)[s:14][c:15]([NH:17][C:18](=[O:19])[CH:20]2[CH2:21][CH2:22]2)[n:16]3)[cH:23]1)[C:31]([c:30]1[cH:29][c:28]([C:27]([F:26])([F:37])[F:38])[cH:36][cH:35][cH:34]1)=[O:32]. Starting materials: CN(C)c1ccncc1, O=C(Cl)c1cccc(C(F)(F)F)c1, COc1ccc(N)cc1Oc1ccc2nc(NC(=O)C3CC3)sc2n1, c1ccncc1. Yields the product COc1ccc(NC(=O)c2cccc(C(F)(F)F)c2)cc1Oc1ccc2nc(NC(=O)C3CC3)sc2n1. Reactants: C1CCSC(C[C@H]([C@@H]([C@H](O)C)C(=O)O)N=[N+]=[N-])S1 (3-azido-4-C-carboxy-2,3,4,6-tetradeoxy-D-arabino-hexose trimethylene dithioacetal), C1=CC=C2C(=C1)C(=O)C(C2=O)(O)O (ninhydrin). Reagents/catalysts: [Pd] (palladium-on-charcoal). Run in CO (methanol). Run at time 5 hour. The product is C1CCSC(C[C@H]([C@@H]([C@H](O)C)C(=O)O)N)S1 (3-Amino-4-C-carboxy-2,3,4,6-tetradeoxy-D-arabino-hexose trimethylene dithioacetal). RXN SMILES: [CH2:1]1[S:18][CH:5]([CH2:6][C@@H:7]([N:15]=[N+]=[N-])[C@H:8]([C:12]([OH:14])=[O:13])[C@@H:9]([CH3:11])[OH:10])[S:4][CH2:3][CH2:2]1.C1C=C2C(C(O)(O)C(=O)C2=CC=1)=O>CO.[Pd]>[CH2:3]1[S:4][CH:5]([CH2:6][C@@H:7]([NH2:15])[C@H:8]([C:12]([OH:14])=[O:13])[C@@H:9]([CH3:11])[OH:10])[S:18][CH2:1][CH2:2]1. Procedure: A mixture of 3-azido-4-C-carboxy-2,3,4,6-tetradeoxy-D-arabino-hexose trimethylene dithioacetal (920 mg, 3.01 mmol) and 5% palladium-on-charcoal (375 mg) in methanol (25 ml) is hydrogenated at a pressure of 1 atmosphere for 5 hours at room temperature. The catalyst is then removed by filtration through Celite and the filtrate evaporated and dried in vacuo to give TLC-chromatographically-homogeneous, ninhydrin-positive amino acid trimethylene dithioacetal; yield 816 mg (97%).